Dataset: the Open Reaction Database (ORD), a public repository of structured organic reaction records. Task: describe an organic reaction: reactants, conditions, products, and yield Reactants: B, COc1cc2nccc(Oc3ccc(NC(=O)COc4ccccc4)cc3)c2cc1OC, Cl, [Na+], C1CCOC1, C1CCOC1, [OH-]. The product is COc1cc2nccc(Oc3ccc(NCCOc4ccccc4)cc3)c2cc1OC. RXN SMILES: [BH3:38].[CH3:1][O:2][c:3]1[cH:4][c:5]2[c:6]([O:15][c:16]3[cH:17][cH:18][c:19]([NH:22][C:23]([CH2:24][O:25][c:26]4[cH:27][cH:28][cH:29][cH:30][cH:31]4)=[O:32])[cH:20][cH:21]3)[cH:7][cH:8][n:9][c:10]2[cH:11][c:12]1[O:13][CH3:14].[ClH:39].[Na+:41].[O:33]1[CH2:34][CH2:35][CH2:36][CH2:37]1.[O:42]1[CH2:43][CH2:44][CH2:45][CH2:46]1.[OH-:40]>>[CH3:1][O:2][c:3]1[cH:4][c:5]2[c:6]([O:15][c:16]3[cH:17][cH:18][c:19]([NH:22][CH2:23][CH2:24][O:25][c:26]4[cH:27][cH:28][cH:29][cH:30][cH:31]4)[cH:20][cH:21]3)[cH:7][cH:8][n:9][c:10]2[cH:11][c:12]1[O:13][CH3:14].